This data is from the Open Reaction Database (ORD), a public repository of structured organic reaction records. The task is: describe an organic reaction: reactants, conditions, products, and yield Reaction SMILES: [CH3:1][N:2]([CH2:10][CH2:11][NH:12][S:13]([C:16]1[C:17]2[CH:18]=[CH:19][N:20]=[CH:21][C:22]=2[CH:23]=[CH:24][CH:25]=1)(=[O:15])=[O:14])CC1C=CC=CC=1.[H][H]>C(O)C.[C].[Pd]>[CH3:1][NH:2][CH2:10][CH2:11][NH:12][S:13]([C:16]1[C:17]2[CH:18]=[CH:19][N:20]=[CH:21][C:22]=2[CH:23]=[CH:24][CH:25]=1)(=[O:15])=[O:14] |f:3.4|. Product: CNCCNS(=O)(=O)C=1C=2C=CN=CC2C=CC1 (N-(2-methylaminoethyl)-5-isoquinolinesulfonamide). The yield is 63.6%. Reagents/catalysts: [C].[Pd] (palladium-carbon). Procedure details: In 100 ml of ethanol was dissolved 2.0 g of N-[2-(N-methyl-N-benzylamino)ethyl]-5-isoquinolinesulfonamide, i.e., Compound (65) as obtained in Example 16, and to the solution was added 0.2 g of 10% palladium-carbon. Then the solution was vigorously stirred at a temperature of 20° C. to 25° C. in a hydrogen stream of 2.0 to 2.5 atm. for 5 hours. After the palladium-carbon was separated from the reaction solution by filtration, the reaction solution was concentrated to dryness to give 0.95 g of N-(... Solvent: C(C)O (ethanol). Reactants: CN(CC1=CC=CC=C1)CCNS(=O)(=O)C=1C=2C=CN=CC2C=CC1 (N-[2-(N-methyl-N-benzylamino)ethyl]-5-isoquinolinesulfonamide), Compound ( 65 ), [H][H] (hydrogen). The reactants are O=C([O-])[O-], C1COCCN1, CN(C)C=O, Clc1ccc(-n2ccc(OCC3CO3)n2)cc1Cl, [I-], [K+], [K+], [Na+]. The product is OC(COc1ccn(-c2ccc(Cl)c(Cl)c2)n1)CN1CCOCC1. As a reaction SMILES: [C:25](=[O:26])([O-:27])[O-:28].[CH2:19]1[CH2:20][O:21][CH2:22][CH2:23][NH:24]1.[CH3:33][N:34]([CH3:35])[CH:36]=[O:37].[Cl:1][c:2]1[cH:3][c:4](-[n:9]2[n:10][c:11]([O:14][CH2:15][CH:16]3[O:17][CH2:18]3)[cH:12][cH:13]2)[cH:5][cH:6][c:7]1[Cl:8].[I-:32].[K+:29].[K+:30].[Na+:31]>>[Cl:1][c:2]1[cH:3][c:4](-[n:9]2[n:10][c:11]([O:14][CH2:15][CH:16]([OH:17])[CH2:18][N:24]3[CH2:19][CH2:20][O:21][CH2:22][CH2:23]3)[cH:12][cH:13]2)[cH:5][cH:6][c:7]1[Cl:8].